This data is from the Open Reaction Database (ORD), a public repository of structured organic reaction records. The task is: describe an organic reaction: reactants, conditions, products, and yield Starting materials: CCCCC1(CCCC)CSc2cc(OC)ccc2NC1=O, [Cu]I, [K+], [K+], O=[N+]([O-])c1ccc(Br)cc1, O=C([O-])[O-]. Product: CCCCC1(CCCC)CSc2cc(OC)ccc2N(c2ccc([N+](=O)[O-])cc2)C1=O. RXN SMILES: [CH2:1]([CH2:2][CH2:3][CH3:4])[C:5]1([CH2:19][CH2:20][CH2:21][CH3:22])[CH2:6][S:7][c:8]2[c:9]([cH:13][cH:14][c:15]([O:17][CH3:18])[cH:16]2)[NH:10][C:11]1=[O:12].[Cu:39][I:40].[K+:33].[K+:34].[N+:23](=[O:24])([O-:25])[c:26]1[cH:27][cH:28][c:29]([Br:32])[cH:30][cH:31]1.[O-:35][C:36]([O-:37])=[O:38]>>[CH2:1]([CH2:2][CH2:3][CH3:4])[C:5]1([CH2:19][CH2:20][CH2:21][CH3:22])[CH2:6][S:7][c:8]2[c:9]([cH:13][cH:14][c:15]([O:17][CH3:18])[cH:16]2)[N:10]([c:29]2[cH:28][cH:27][c:26]([N+:23](=[O:24])[O-:25])[cH:31][cH:30]2)[C:11]1=[O:12]. Starting materials: FC(CNCC=C)F (N-(2,2-difluoroethyl)prop-2-en-1-amine), C(C)(C)N(C(C)C)CC (N,N-diisopropylethylamine), ClC1=NC=C(C=C1)CCl (2-chloro-5-(chloromethyl)pyridine). Run at temperature 70 celsius. Product: ClC1=CC=C(C=N1)CN(CC=C)CC(F)F (N-[(6-chloropyridin-3-yl)methyl]-N-(2,2-difluoroethyl)prop-2-en-1-amine). Isolated yield 100.7%. Reaction SMILES: [F:1][CH:2]([F:8])[CH2:3][NH:4][CH2:5][CH:6]=[CH2:7].C(N(CC)C(C)C)(C)C.[Cl:18][C:19]1[CH:24]=[CH:23][C:22]([CH2:25]Cl)=[CH:21][N:20]=1>>[Cl:18][C:19]1[N:20]=[CH:21][C:22]([CH2:25][N:4]([CH2:3][CH:2]([F:8])[F:1])[CH2:5][CH:6]=[CH2:7])=[CH:23][CH:24]=1. Procedure details: An amount of 16.46 g (0.135 mol) of N-(2,2-difluoroethyl)prop-2-en-1-amine is placed in 31.9 g (0.244 mol) of N,N-diisopropylethylamine and 20 g (0.122 mol) of 2-chloro-5-(chloromethyl)pyridine are introduced at 70° C. The mixture is heated at 70° C. for 16 hours and the excess N,N-diisopropylethylamine is subsequently distilled off. The residue is treated with 100 ml of water and extracted twice with 50 ml of dichloromethane. After drying the combined organic phases over magnesium sulphate, the... Reactants: O (water), C(C)(=O)C=1C(=NC2=CC(=C(C=C2C1C1=CC(=C(C=C1)OC)OC)OC)OC)CN(CC)CC (3-Acetyl-2-(N,N-diethylaminomethyl)-4-(3,4-dimethoxyphenyl)-6,7-dimethoxyquinoline), ice, [H-].[Al+3].[Li+].[H-].[H-].[H-] (lithium aluminum hydride). Run in O1CCCC1 (tetrahydrofuran). Conditions: time 20 minute. Product: C(C)N(CC)CC1=NC2=CC(=C(C=C2C(=C1C(C)O)C1=CC(=C(C=C1)OC)OC)OC)OC (2-(N,N-diethylaminomethyl)-4-(3,4-dimethoxyphenyl)-3-(1-hydroxyethyl)-6,7-dimethoxyquinoline). Isolated yield 45.8%. Reaction SMILES: [C:1]([C:4]1[C:5]([CH2:28][N:29]([CH2:32][CH3:33])[CH2:30][CH3:31])=[N:6][C:7]2[C:12]([C:13]=1[C:14]1[CH:19]=[CH:18][C:17]([O:20][CH3:21])=[C:16]([O:22][CH3:23])[CH:15]=1)=[CH:11][C:10]([O:24][CH3:25])=[C:9]([O:26][CH3:27])[CH:8]=2)(=[O:3])[CH3:2].[H-].[Al+3].[Li+].[H-].[H-].[H-].O>O1CCCC1>[CH2:32]([N:29]([CH2:28][C:5]1[C:4]([CH:1]([OH:3])[CH3:2])=[C:13]([C:14]2[CH:19]=[CH:18][C:17]([O:20][CH3:21])=[C:16]([O:22][CH3:23])[CH:15]=2)[C:12]2[C:7](=[CH:8][C:9]([O:26][CH3:27])=[C:10]([O:24][CH3:25])[CH:11]=2)[N:6]=1)[CH2:30][CH3:31])[CH3:33] |f:1.2.3.4.5.6|. Procedure details: 3-Acetyl-2-(N,N-diethylaminomethyl)-4-(3,4-dimethoxyphenyl)-6,7-dimethoxyquinoline (0.5 g) was added to an ice-cooled suspension of lithium aluminum hydride (0.045 g) in tetrahydrofuran (10 ml). The mixture was stirred at room temperature for 20 minutes. Then, water (0.3 ml) was added, and the insoluble material was filtered off. The filtrate was concentrated under reduced pressure. The residue was subjected to column chromatography on silica gel. The fractions eluted with chloroform-ethanol (20... Reactants: ClC=1C=C(C=CC1F)OC1=CC=C(C=C1)NC(=O)N[C@@H](C)C(=O)O (N-[({4-[(3-chloro-4-fluorophenyl)oxy]phenyl}amino)carbonyl]-L-alanine), ClC=1C=C(C=CC1F)OC1=CC=C(C=C1)NC(=O)N[C@@H](C)C(=O)O (N-[({4-[(3-chloro-4-fluorophenyl)oxy]phenyl}amino)carbonyl]-L-alanine), C([O-])([O-])=O.[Na+].[Na+] (sodium carbonate). The solvent is Cl (HCl). Run at temperature 100 celsius. The product is ClC=1C=C(C=CC1F)OC1=CC=C(C=C1)N1C(N[C@H](C1=O)C)=O ((5S)-3-{4-[(3-chloro-4-fluorophenyl)oxy]phenyl}-5-methyl-2,4-imidazolidinedione). Yield: 12.0%. RXN SMILES: [Cl:1][C:2]1[CH:3]=[C:4]([O:9][C:10]2[CH:15]=[CH:14][C:13]([NH:16][C:17]([NH:19][C@H:20]([C:22]([OH:24])=O)[CH3:21])=[O:18])=[CH:12][CH:11]=2)[CH:5]=[CH:6][C:7]=1[F:8].C(=O)([O-])[O-].[Na+].[Na+]>Cl>[Cl:1][C:2]1[CH:3]=[C:4]([O:9][C:10]2[CH:11]=[CH:12][C:13]([N:16]3[C:22](=[O:24])[C@H:20]([CH3:21])[NH:19][C:17]3=[O:18])=[CH:14][CH:15]=2)[CH:5]=[CH:6][C:7]=1[F:8] |f:1.2.3|. Procedure: A mixture of N-[({4-[(3-chloro-4-fluorophenyl)oxy]phenyl}amino)carbonyl]-L-alanine (Intermediate 10, 352 mg) in 15 mL of 3N HCl was heated at 100° C. for 16 hours. Then sodium carbonate was added and the mixture was adjusted to pH=8. The mixture was extracted with ethyl acetate (3×50 mL). The combined organic phases were washed with brine and dried with magnesium sulphate. Removal of the solvent afforded crude compound which was purified by column chromatography (MeOH/DCM=1/50) to give 40 mg of ...